From a dataset of the Open Reaction Database (ORD), a public repository of structured organic reaction records. describe an organic reaction: reactants, conditions, products, and yield Starting materials: FC=1C(=C2C=3N(C(CO2)C)C=C(C(C3C1)=O)C(=O)O)F (9,10-difluoro-2,3-dihydro-3-methyl-7-oxo-7H-pyrido[1,2,3-de][1,4]-benzoxazine-6-carboxylic acid), Cl.COC(=O)C=1C=C2CNCC2=CC1 (5-methoxycarbonylisoindoline hydrochloride), C1CCC2=NCCCN2CC1 (DBU). Run in CN(C)C=O (DMF). The product is COC(=O)C=1C=C2CN(CC2=CC1)C=1C(=CC2=C3N(C(COC31)C)C=C(C2=O)C(=O)O)F (10(5-methoxycarbonyl-2-isoindolinyl)-9-fluoro-2,3-dihydro-3-methyl-7-oxo-7H-pyrido[1,2,3-de][1,4]-benzoxazine-6-carboxylic acid). Isolated yield 20.3%. Reaction SMILES: [F:1][C:2]1[C:3](F)=[C:4]2[O:9][CH2:8][CH:7]([CH3:10])[N:6]3[CH:11]=[C:12]([C:17]([OH:19])=[O:18])[C:13](=[O:16])[C:14]([CH:15]=1)=[C:5]23.Cl.[CH3:22][O:23][C:24]([C:26]1[CH:27]=[C:28]2[C:32](=[CH:33][CH:34]=1)[CH2:31][NH:30][CH2:29]2)=[O:25].C1CCN2C(=NCCC2)CC1>CN(C=O)C>[CH3:22][O:23][C:24]([C:26]1[CH:27]=[C:28]2[C:32](=[CH:33][CH:34]=1)[CH2:31][N:30]([C:3]1[C:2]([F:1])=[CH:15][C:14]3[C:13](=[O:16])[C:12]([C:17]([OH:19])=[O:18])=[CH:11][N:6]4[CH:7]([CH3:10])[CH2:8][O:9][C:4]=1[C:5]=34)[CH2:29]2)=[O:25] |f:1.2|. Procedure: 142 mg of 9,10-difluoro-2,3-dihydro-3-methyl-7-oxo-7H-pyrido[1,2,3-de][1,4]-benzoxazine-6-carboxylic acid, 109 mg of 5-methoxycarbonylisoindoline hydrochloride, 228 mg of DBU, and 1.5 ml of anhydrous DMF were processed in the same manner as in Example 20 to produce 45 mg of the target compound.